Dataset: the Open Reaction Database (ORD), a public repository of structured organic reaction records. Task: describe an organic reaction: reactants, conditions, products, and yield Starting materials: O=C(O)Cc1ccccc1Br, Cc1ccc(S(=O)(=O)O)cc1, CO, O. Product: COC(=O)Cc1ccccc1Br. Reaction SMILES: [Br:1][c:2]1[c:3]([CH2:8][C:9](=[O:10])[OH:11])[cH:4][cH:5][cH:6][cH:7]1.[CH3:13][c:14]1[cH:15][cH:16][c:17]([S:18]([OH:19])(=[O:20])=[O:21])[cH:22][cH:23]1.[CH3:24][OH:25].[OH2:12]>>[Br:1][c:2]1[c:3]([CH2:8][C:9](=[O:10])[O:11][CH3:13])[cH:4][cH:5][cH:6][cH:7]1. Reactants: [OH-].[Na+] (sodium hydroxide), C(=O)(OCC)C=1OC2=CC=CC(=C2C(C1)=O)OCC(COC1=CC=C(C=C1)Br)O (1-(2-carbethoxychromon-5-yloxy)-2-hydroxy-3-p-bromophenoxypropane). Solvent: C(C)O (ethanol). Yields the product C(=O)(O)C=1OC2=CC=CC(=C2C(C1)=O)OCC(COC1=CC=C(C=C1)Br)O (1-(2-carboxychromon-5-yloxy)-2-hydroxy-3-p-bromophenoxypropane). The yield is 97.6%. As a reaction SMILES: [OH-].[Na+].[C:3]([C:8]1[O:9][C:10]2[C:15]([C:16](=[O:18])[CH:17]=1)=[C:14]([O:19][CH2:20][CH:21]([OH:31])[CH2:22][O:23][C:24]1[CH:29]=[CH:28][C:27]([Br:30])=[CH:26][CH:25]=1)[CH:13]=[CH:12][CH:11]=2)([O:5]CC)=[O:4]>C(O)C>[C:3]([C:8]1[O:9][C:10]2[C:15]([C:16](=[O:18])[CH:17]=1)=[C:14]([O:19][CH2:20][CH:21]([OH:31])[CH2:22][O:23][C:24]1[CH:25]=[CH:26][C:27]([Br:30])=[CH:28][CH:29]=1)[CH:13]=[CH:12][CH:11]=2)([OH:5])=[O:4] |f:0.1|. Procedure: A solution of sodium hydroxide (0.6 g) in ethanol (100 ml) was added to 1-(2-carbethoxychromon-5-yloxy)-2-hydroxy-3-p-bromophenoxypropane (6.6 g) and the mixture was heated under reflux for 1 hour. The resulting sodium salt was filtered, dissolved in the minimum volume of hot water and poured into a solution of acetic acid (100 ml: 2N). The solution was cooled, the precipitated acid was collected, washed with cold water and dried. Recrystallization from dilute acetic acid gave 1-(2-carboxychromo... The reactants are Brc1cncc2ccoc12, Cc1c(C)c(C)c(P(C(C)(C)C)C(C)(C)C)c(-c2c(C(C)C)cc(C(C)C)cc2C(C)C)c1C, C1COCCO1, [K+], O=C(C=Cc1ccccc1)C=Cc1ccccc1, O=C(C=Cc1ccccc1)C=Cc1ccccc1, O=C(C=Cc1ccccc1)C=Cc1ccccc1, [OH-], O, [Pd], [Pd]. Product: Oc1cncc2ccoc12. RXN SMILES: [Br:1][c:2]1[c:3]2[c:4]([cH:5][n:6][cH:7]1)[cH:8][cH:9][o:10]2.[C:13]([P:14]([C:15]([CH3:16])([CH3:17])[CH3:18])[c:19]1[c:20]([CH3:21])[c:22]([CH3:23])[c:24]([CH3:25])[c:26]([CH3:27])[c:28]1-[c:29]1[c:30]([CH:31]([CH3:32])[CH3:33])[cH:34][c:35]([CH:36]([CH3:37])[CH3:38])[cH:39][c:40]1[CH:41]([CH3:42])[CH3:43])([CH3:44])([CH3:45])[CH3:46].[CH2:48]1[O:49][CH2:50][CH2:51][O:52][CH2:53]1.[K+:12].[O:56]=[C:57]([CH:58]=[CH:59][c:60]1[cH:61][cH:62][cH:63][cH:64][cH:65]1)[CH:66]=[CH:67][c:68]1[cH:69][cH:70][cH:71][cH:72][cH:73]1.[O:74]=[C:75]([CH:76]=[CH:77][c:78]1[cH:79][cH:80][cH:81][cH:82][cH:83]1)[CH:84]=[CH:85][c:86]1[cH:87][cH:88][cH:89][cH:90][cH:91]1.[O:92]=[C:93]([CH:94]=[CH:95][c:96]1[cH:97][cH:98][cH:99][cH:100][cH:101]1)[CH:102]=[CH:103][c:104]1[cH:105][cH:106][cH:107][cH:108][cH:109]1.[OH-:11].[OH2:47].[Pd:54].[Pd:55]>>[c:2]1([OH:11])[c:3]2[c:4]([cH:5][n:6][cH:7]1)[cH:8][cH:9][o:10]2. Reactants: ClCCC1N(CCC1)C (2-(2-Chloroethyl)-1-methylpyrrolidine), OC1=CC=C(C=C1)S (4-hydroxythiophenol), C([O-])([O-])=O.[K+].[K+] (potassium carbonate). Run in CN(C)C=O (DMF). Product: OC1=CC=C(C=C1)SCCC1N(CCC1)C (2-[2-(4-Hydroxyphenyl)thioethyl]-1-methylpyrrolidine). Yield: 44.3%. Reaction SMILES: Cl[CH2:2][CH2:3][CH:4]1[CH2:8][CH2:7][CH2:6][N:5]1[CH3:9].[OH:10][C:11]1[CH:16]=[CH:15][C:14]([SH:17])=[CH:13][CH:12]=1.C(=O)([O-])[O-].[K+].[K+]>CN(C=O)C>[OH:10][C:11]1[CH:16]=[CH:15][C:14]([S:17][CH2:2][CH2:3][CH:4]2[CH2:8][CH2:7][CH2:6][N:5]2[CH3:9])=[CH:13][CH:12]=1 |f:2.3.4|. Reported procedure: 2-(2-Chloroethyl)-1-methylpyrrolidine (2.0 g, 13.5 mmole), 4-hydroxythiophenol (1.7 g, 13.5 mmole), potassium carbonate (18.7 g, 135.4 mmole) and DMF (26 mL) were combined, yielding 1.42 g (5.98 mmole, 44%) of the desired compound.